This data is from the Open Reaction Database (ORD), a public repository of structured organic reaction records. The task is: describe an organic reaction: reactants, conditions, products, and yield Starting materials: C(C)OC(C(=CC1=CC=CC=C1)C#N)=O (2-cyano-3-phenylpropenoic acid ethyl ester), Cl (hydrochloric acid). The reagents and catalysts are [Pt]=O (platinum oxide). Run in C(C)O (ethanol). Yields the product Cl.C(C)OC(C(CN)CC1=CC=CC=C1)=O (3-amino-2-benzylpropionic acid ethyl ester hydrochloride). Reaction SMILES: [CH2:1]([O:3][C:4](=[O:15])[C:5]([C:13]#[N:14])=[CH:6][C:7]1[CH:12]=[CH:11][CH:10]=[CH:9][CH:8]=1)[CH3:2].[ClH:16]>C(O)C.[Pt]=O>[ClH:16].[CH2:1]([O:3][C:4](=[O:15])[CH:5]([CH2:6][C:7]1[CH:12]=[CH:11][CH:10]=[CH:9][CH:8]=1)[CH2:13][NH2:14])[CH3:2] |f:4.5|. Reported procedure: A solution of 1.01 g of 2-cyano-3-phenylpropenoic acid ethyl ester and 0.7 ml of concentrated hydrochloric acid in 20 ml of ethanol was hydrogenated over 0.1 g of platinum oxide under a hydrogen atmosphere at room temperature for 5 hours. After filtration of the catalyst, the filtrate was concentrated under reduced pressure. The residue was dissolved in water, washed with benzene, and then made alkaline by adding a 5% aqueous sodium bicarbonate solution. The alkaline solution was extracted with ... Starting materials: BrC1=CC2=C(N3C4=C(C(N2)=O)C=CC=C4CC3)C=C1 (9-bromo-1,2-dihydrobenzo[b]pyrrolo[3,2,1-jk][1,4]benzodiazepin6-one), [OH-].[Na+] (sodium hydroxide), C(CC)N1CCNCC1 (N-propylpiperazine). The reagents and catalysts are [Ti](Cl)(Cl)(Cl)Cl (titanium tetrachloride). Run in C1(=CC=CC=C1)C (toluene). The product is BrC1=CC2=C(N3C4=C(C(=N2)N2CCN(CC2)CCC)C=CC=C4CC3)C=C1 (9-Bromo-6-(4-n-propyl-1-piperazinyl)-1,2-dihydrobenzo[b]pyrrolo-[3,2,1-jk][1,4]benzodiazepine). Yield: 30.1%. RXN SMILES: [Br:1][C:2]1[CH:19]=[CH:18][C:5]2[N:6]3[CH2:17][CH2:16][C:15]4[C:7]3=[C:8]([CH:12]=[CH:13][CH:14]=4)[C:9](=O)[NH:10][C:4]=2[CH:3]=1.[CH2:20]([N:23]1[CH2:28][CH2:27][NH:26][CH2:25][CH2:24]1)[CH2:21][CH3:22].[OH-].[Na+]>[Ti](Cl)(Cl)(Cl)Cl.C1(C)C=CC=CC=1>[Br:1][C:2]1[CH:19]=[CH:18][C:5]2[N:6]3[CH2:17][CH2:16][C:15]4[C:7]3=[C:8]([CH:12]=[CH:13][CH:14]=4)[C:9]([N:26]3[CH2:27][CH2:28][N:23]([CH2:20][CH2:21][CH3:22])[CH2:24][CH2:25]3)=[N:10][C:4]=2[CH:3]=1 |f:2.3|. Procedure: A stirred mixture of 7.88 g (0.0250 mole) of 9-bromo-1,2-dihydrobenzo[b]pyrrolo[3,2,1-jk][1,4]benzodiazepin6-one and 1200 ml of toluene was heated until a solution resulted. Then there was added 32.1 g (0.25 mole) of N-propylpiperazine, followed by 14.2 g (0.075 mole) of titanium tetrachloride. The mixture was refluxed for 3 hours, and then cooled to room temperature. The mixture was stirred with 500 ml of 2N sodium hydroxide solution for 15 minutes and the layers were separated. The aqueous pha... Reactants: ClC1=C2C=C(N(C2=CC=C1C#N)CC(NO)=N)CCC (2-(4-chloro-5-cyano-2-propyl-1H-indol-1-yl)-N-hydroxyethanimidamide), ClC1=NC(=CC(=C1)C(=O)Cl)Cl (2,6-dichloro-4-pyridinecarbonyl chloride), TEA. Run in C1CCOC1 (THF). Reaction conditions: temperature 120 celsius. The product is ClC1=C2C=C(N(C2=CC=C1C#N)CC1=NOC(=N1)C1=CC(=NC(=C1)Cl)Cl)CCC (4-Chloro-1-{[5-(2,6-dichloro-4-pyridinyl)-1,2,4-oxadiazol-3-yl]methyl}-2-propyl-1H-indole-5-carbonitrile). As a reaction SMILES: [Cl:1][C:2]1[C:10]([C:11]#[N:12])=[CH:9][CH:8]=[C:7]2[C:3]=1[CH:4]=[C:5]([CH2:18][CH2:19][CH3:20])[N:6]2[CH2:13][C:14](=[NH:17])[NH:15][OH:16].[Cl:21][C:22]1[CH:27]=[C:26]([C:28](Cl)=O)[CH:25]=[C:24]([Cl:31])[N:23]=1>C1COCC1>[Cl:1][C:2]1[C:10]([C:11]#[N:12])=[CH:9][CH:8]=[C:7]2[C:3]=1[CH:4]=[C:5]([CH2:18][CH2:19][CH3:20])[N:6]2[CH2:13][C:14]1[N:17]=[C:28]([C:26]2[CH:25]=[C:24]([Cl:31])[N:23]=[C:22]([Cl:21])[CH:27]=2)[O:16][N:15]=1. Reported procedure: Synthesized as described for Examples 32A-32B using 2-(4-chloro-5-cyano-2-propyl-1H-indol-1-yl)-N-hydroxyethanimidamide (0.030 g, 0.1 mmol) in anhydrous THF (5 mL) with 2,6-dichloro-4-pyridinecarbonyl chloride (0.021 g, 0.1 mmol) and TEA (0.012 g, 0.12 mmol) and heated at 120° C. for 1 h in the microwave: 1H NMR (400 MHz, DMSO-d6) δ 8.06 (s, 2 H), 7.96 (s, 1 H), 7.76 (d, J=8.5 Hz, 1 H), 7.58 (d, J=8.7 Hz, 1 H), 5.87 (s, 2H), 2.91 (t, 2 H), 1.67-1.54 (m, 2 H), 0.92 (t, 3 H); MS (ES) m/z 447 (M+1)... RXN SMILES: [CH3:30][OH:31].[CH3:32][CH2:33][O:34][CH2:35][CH3:36].[Cl:1][c:2]1[cH:3][cH:4][c:5](-[c:8]2[c:9](=[O:28])[c:10]3[cH:11][cH:12][c:13]4[c:14]([c:15]3[o:16][c:17]2[CH:18]([CH3:19])[CH3:20])[O:21][CH2:22][CH2:23][CH2:24][N:25]4[CH:26]=[O:27])[cH:6][cH:7]1.[ClH:29]>>[Cl:1][c:2]1[cH:3][cH:4][c:5](-[c:8]2[c:9](=[O:28])[c:10]3[cH:11][cH:12][c:13]4[c:14]([c:15]3[o:16][c:17]2[CH:18]([CH3:19])[CH3:20])[O:21][CH2:22][CH2:23][CH2:24][NH:25]4)[cH:6][cH:7]1. The product is CC(C)c1oc2c3c(ccc2c(=O)c1-c1ccc(Cl)cc1)NCCCO3. Reactants: CO, CCOCC, CC(C)c1oc2c3c(ccc2c(=O)c1-c1ccc(Cl)cc1)N(C=O)CCCO3, Cl. The reactants are FC=1C=C(CN2N=C(C(=C2C)B2OC(C(O2)(C)C)(C)C)C)C=C(C1)F (1-(3,5-difluorobenzyl)-3,5-dimethyl-4-(4,4,5,5-tetramethyl-1,3,2-dioxaborolan-2-yl)-1H-pyrazole), step-ii, FC=1C=C(CN2N=C(C(=C2C)B2OC(C(O2)(C)C)(C)C)C)C=C(C1)F (1-(3,5-difluorobenzyl)-3,5-dimethyl-4-(4,4,5,5-tetramethyl-1,3,2-dioxaborolan-2-yl)-1H-pyrazole), IC1=CN(C2=NC=C(C=C21)C=2C=CC(=C(C2)NS(=O)(=O)C)OC)S(=O)(=O)C2=CC=C(C)C=C2 (N-(5-(3-iodo-1-tosyl-1H-pyrrolo[2,3-b]pyridin-5-yl)-2-methoxyphenyl)methanesulfonamide), IC1=CN(C2=NC=C(C=C21)C=2C=CC(=C(C2)NS(=O)(=O)C)OC)S(=O)(=O)C2=CC=C(C)C=C2 (N-(5-(3-iodo-1-tosyl-1H-pyrrolo[2,3-b]pyridin-5-yl)-2-methoxyphenyl)methanesulfonamide), C([O-])([O-])=O.[Na+].[Na+] (sodium carbonate). Solvent: C1(=CC=CC=C1)C.C(C)O.O (Toluene ethanol water). Product: FC=1C=C(CN2N=C(C(=C2C)C2=CN(C3=NC=C(C=C32)C=3C=CC(=C(C3)NS(=O)(=O)C)OC)S(=O)(=O)C3=CC=C(C)C=C3)C)C=C(C1)F (N-(5-(3-(1-(3,5-difluorobenzyl)-3,5-dimethyl-1H-pyrazol-4-yl)-1-tosyl-1H-pyrrolo[2,3-b]pyridin-5-yl)-2-methoxyphenyl)methanesulfonamide). Yield: 113.7%. Reaction SMILES: I[C:2]1[C:10]2[C:5](=[N:6][CH:7]=[C:8]([C:11]3[CH:12]=[CH:13][C:14]([O:22][CH3:23])=[C:15]([NH:17][S:18]([CH3:21])(=[O:20])=[O:19])[CH:16]=3)[CH:9]=2)[N:4]([S:24]([C:27]2[CH:33]=[CH:32][C:30]([CH3:31])=[CH:29][CH:28]=2)(=[O:26])=[O:25])[CH:3]=1.[F:34][C:35]1[CH:36]=[C:37]([CH:55]=[C:56]([F:58])[CH:57]=1)[CH2:38][N:39]1[C:43]([CH3:44])=[C:42](B2OC(C)(C)C(C)(C)O2)[C:41]([CH3:54])=[N:40]1.C(=O)([O-])[O-].[Na+].[Na+]>C1(C)C=CC=CC=1.C(O)C.O>[F:34][C:35]1[CH:36]=[C:37]([CH:55]=[C:56]([F:58])[CH:57]=1)[CH2:38][N:39]1[C:43]([CH3:44])=[C:42]([C:2]2[C:10]3[C:5](=[N:6][CH:7]=[C:8]([C:11]4[CH:12]=[CH:13][C:14]([O:22][CH3:23])=[C:15]([NH:17][S:18]([CH3:21])(=[O:20])=[O:19])[CH:16]=4)[CH:9]=3)[N:4]([S:24]([C:27]3[CH:33]=[CH:32][C:30]([CH3:31])=[CH:29][CH:28]=3)(=[O:26])=[O:25])[CH:3]=2)[C:41]([CH3:54])=[N:40]1 |f:2.3.4,5.6.7|. Reported procedure: Using similar reaction conditions as described in step-ii of example-1, N-(5-(3-iodo-1-tosyl-1H-pyrrolo[2,3-b]pyridin-5-yl)-2-methoxyphenyl)methanesulfonamide (Intermediate 23) (160 mg, 0.267 mmol) was coupled with 1-(3,5-difluorobenzyl)-3,5-dimethyl-4-(4,4,5,5-tetramethyl-1,3,2-dioxaborolan-2-yl)-1H-pyrazole (intermediate 24) (111.89 mg, 0.321 mmol) in sodium carbonate (84.89 mg, 0.801 mmol) Pd(PPh3)2Cl2 (9.7 mg, 0.013), Toluene/ethanol/water (7/7/2 mL) to afford 210 mg of the crude compound. M... Reactants: CC(=O)[O-], COc1c(OCc2ccccc2)ccc(C(=O)O)c1[N+](=O)[O-], [Na+], O, O, O, O. Yields the product COc1c(OCc2ccccc2)ccc(C(=O)O)c1N. Reaction SMILES: [C:26]([O-:27])(=[O:28])[CH3:29].[CH2:1]([c:2]1[cH:3][cH:4][cH:5][cH:6][cH:7]1)[O:8][c:9]1[c:10]([O:21][CH3:22])[c:11]([N+:18]([O-:19])=[O:20])[c:12]([C:13](=[O:14])[OH:15])[cH:16][cH:17]1.[Na+:30].[OH2:23].[OH2:24].[OH2:25].[OH2:31]>>[CH2:1]([c:2]1[cH:3][cH:4][cH:5][cH:6][cH:7]1)[O:8][c:9]1[c:10]([O:21][CH3:22])[c:11]([NH2:18])[c:12]([C:13](=[O:14])[OH:15])[cH:16][cH:17]1.